This data is from the Open Reaction Database (ORD), a public repository of structured organic reaction records. The task is: describe an organic reaction: reactants, conditions, products, and yield The reactants are C(C)(C)(C)C1=CC(=C(C=N1)C=1N([C@]([C@](N1)(C)C1=CC=C(C=C1)Cl)(C)C1=CC=C(C=C1)Cl)C(=O)N1CCC(CC1)CC(=O)O)OCC ({1-[(4S,5R)-2-(6-tert-Butyl-4-ethoxy-pyridin-3-yl)-4,5-bis-(4-chloro-phenyl)-4,5-dimethyl-4,5-dihydro-imidazole-1-carbonyl]-piperidin-4-yl}-acetic acid), CNC (dimethylamine). Product: C(C)(C)(C)C1=CC(=C(C=N1)C=1N([C@]([C@](N1)(C)C1=CC=C(C=C1)Cl)(C)C1=CC=C(C=C1)Cl)C(=O)N1CCC(CC1)CC(=O)N(C)C)OCC (2-{1-[(4S,5R)-2-(6-tert-Butyl-4-ethoxy-pyridin-3-yl)-4,5-bis-(4-chloro-phenyl)-4,5-dimethyl-4,5-dihydro-imidazole-1-carbonyl]-piperidin-4-yl}-N,N-dimethyl-acetamide). As a reaction SMILES: [C:1]([C:5]1[N:10]=[CH:9][C:8]([C:11]2[N:12]([C:32]([N:34]3[CH2:39][CH2:38][CH:37]([CH2:40][C:41](O)=[O:42])[CH2:36][CH2:35]3)=[O:33])[C@@:13]([C:25]3[CH:30]=[CH:29][C:28]([Cl:31])=[CH:27][CH:26]=3)([CH3:24])[C@@:14]([C:17]3[CH:22]=[CH:21][C:20]([Cl:23])=[CH:19][CH:18]=3)([CH3:16])[N:15]=2)=[C:7]([O:44][CH2:45][CH3:46])[CH:6]=1)([CH3:4])([CH3:3])[CH3:2].[CH3:47][NH:48][CH3:49]>>[C:1]([C:5]1[N:10]=[CH:9][C:8]([C:11]2[N:12]([C:32]([N:34]3[CH2:35][CH2:36][CH:37]([CH2:40][C:41]([N:48]([CH3:49])[CH3:47])=[O:42])[CH2:38][CH2:39]3)=[O:33])[C@@:13]([C:25]3[CH:30]=[CH:29][C:28]([Cl:31])=[CH:27][CH:26]=3)([CH3:24])[C@@:14]([C:17]3[CH:18]=[CH:19][C:20]([Cl:23])=[CH:21][CH:22]=3)([CH3:16])[N:15]=2)=[C:7]([O:44][CH2:45][CH3:46])[CH:6]=1)([CH3:4])([CH3:2])[CH3:3]. Procedure details: In a manner analogous to the method described in example 163, {1-[(4S,5R)-2-(6-tert-Butyl-4-ethoxy-pyridin-3-yl)-4,5-bis-(4-chloro-phenyl)-4,5-dimethyl-4,5-dihydro-imidazole-1-carbonyl]-piperidin-4-yl}-acetic acid was reacted with dimethylamine (Aldrich) to give the title compound. HR-MS (ES, m/z) calculated for C38H48Cl2N5O3 [(M+H)+] 692.3129, observed 692.3129. Reactants: [Li]CCCC, O=C1CCC2(CC1)OCCO2, C1CCOC1, O, c1ccc2scnc2c1. Yields the product OC1(c2nc3ccccc3s2)CCC2(CC1)OCCO2. Reaction SMILES: [CH2:10]([Li:11])[CH2:12][CH2:13][CH3:14].[CH2:15]1[CH2:16][O:17][C:18]2([CH2:19][CH2:20][C:21](=[O:24])[CH2:22][CH2:23]2)[O:25]1.[CH2:27]1[O:28][CH2:29][CH2:30][CH2:31]1.[OH2:26].[cH:1]1[cH:2][cH:3][c:4]2[s:5][cH:6][n:7][c:8]2[cH:9]1>>[cH:1]1[cH:2][cH:3][c:4]2[s:5][c:6]([C:21]3([OH:24])[CH2:20][CH2:19][C:18]4([O:17][CH2:16][CH2:15][O:25]4)[CH2:23][CH2:22]3)[n:7][c:8]2[cH:9]1. The reactants are CO, CCOC(=O)Cc1ccc2c(c1)NC(NC(C)C)=NS2(=O)=O, N, N#C[Na]. The product is CC(C)NC1=NS(=O)(=O)c2ccc(CC(N)=O)cc2N1. As a reaction SMILES: [CH3:27][OH:28].[CH:2]([CH3:3])([CH3:4])[NH:5][C:6]1=[N:7][S:8](=[O:22])(=[O:23])[c:9]2[c:10]([cH:12][c:13]([CH2:16][C:17](=[O:18])[O:19][CH2:20][CH3:21])[cH:14][cH:15]2)[NH:11]1.[NH3:1].[Na:24][C:25]#[N:26]>>[CH:2]([CH3:3])([CH3:4])[NH:5][C:6]1=[N:7][S:8](=[O:22])(=[O:23])[c:9]2[c:10]([cH:12][c:13]([CH2:16][C:17](=[O:18])[NH2:26])[cH:14][cH:15]2)[NH:11]1. Product: O=C(Cl)Cc1cccc(Cl)c1. The reactants are O=C(O)Cc1cccc(Cl)c1, O=S(Cl)Cl. RXN SMILES: [Cl:1][c:2]1[cH:3][c:4]([CH2:8][C:9](=[O:10])[OH:11])[cH:5][cH:6][cH:7]1.[S:12]([Cl:13])([Cl:14])=[O:15]>>[Cl:1][c:2]1[cH:3][c:4]([CH2:8][C:9](=[O:11])[Cl:14])[cH:5][cH:6][cH:7]1. Reactants: C(C)(C)C1=CC=C(C(=O)O)C=C1 (4-isopropylbenzoic acid), N1=CC=CC=C1 (pyridine), S(=O)(Cl)Cl (thionyl chloride). The solvent is C1(=CC=CC=C1)C (toluene). Reaction conditions: temperature 80 celsius. Product: C(C)(C)C1=CC=C(C(=O)Cl)C=C1 (4-isopropylbenzoyl chloride). As a reaction SMILES: [CH:1]([C:4]1[CH:12]=[CH:11][C:7]([C:8](O)=[O:9])=[CH:6][CH:5]=1)([CH3:3])[CH3:2].N1C=CC=CC=1.S(Cl)([Cl:21])=O>C1(C)C=CC=CC=1>[CH:1]([C:4]1[CH:12]=[CH:11][C:7]([C:8]([Cl:21])=[O:9])=[CH:6][CH:5]=1)([CH3:3])[CH3:2]. Reported procedure: To a mixture of 4-isopropylbenzoic acid (191 mg, 1.16 mmol) and pyridine (0.12 mL, 1.5 mmol) in toluene (10 mL) was added thionyl chloride (0.11 mL, 1.5 mmol). After heating at 80° C. for 3 h, the reaction mixture was cooled and concentrated in vacuo to give 4-isopropylbenzoyl chloride. A solution of this material (1.16 mmol) in methylene chloride (10 mL) was added to a mixture of 2-amino-N-(4-methoxyphenyl)benzamide (200 mg, 0.83 mmol) and pyridine (0.07 mL, 0.87 mmol) in methylene chloride (15...